From a dataset of the Open Reaction Database (ORD), a public repository of structured organic reaction records. describe an organic reaction: reactants, conditions, products, and yield Run at time 18 hour. The solvent is CO (MeOH). Procedure: To a stirred solution of methyl (6R)-1′-(4-methoxybenzyl)-3′-methyl-2′,5′-dioxo-5,7-dihydrospiro[cyclopenta[b]pyridine-6,4′-imidazolidine]-3-carboxylate (10.0 g, 25.3 mmol) in MeOH (100 mL) at ambient temperature was added ceric ammonium nitrate (27.7 g, 50.6 mmol) and the reaction mixture was stirred at ambient temperature for 18 h. The resulting mixture was partitioned between H2O (500 mL) and EtOAc (1 L) and the organic layer was discarded. The aqueous layer was adjusted to pH=7-8 by addition... Yields the product CN1C(NC([C@]12CC=1C(=NC=C(C1)C(=O)OC)C2)=O)=O (Methyl (6R)-3′-methyl-2′,5′-dioxo-5,7-dihydrospiro[cyclopenta[b]pyridine-6,4′-imidazolidine]-3-carboxylate). As a reaction SMILES: COC1C=CC(C[N:8]2[C:12](=[O:13])[C@@:11]3([CH2:25][C:16]4=[N:17][CH:18]=[C:19]([C:21]([O:23][CH3:24])=[O:22])[CH:20]=[C:15]4[CH2:14]3)[N:10]([CH3:26])[C:9]2=[O:27])=CC=1>CO>[CH3:26][N:10]1[C@:11]2([CH2:25][C:16]3=[N:17][CH:18]=[C:19]([C:21]([O:23][CH3:24])=[O:22])[CH:20]=[C:15]3[CH2:14]2)[C:12](=[O:13])[NH:8][C:9]1=[O:27]. The reactants are COC1=CC=C(CN2C(N([C@]3(C2=O)CC=2C(=NC=C(C2)C(=O)OC)C3)C)=O)C=C1 (methyl (6R)-1′-(4-methoxybenzyl)-3′-methyl-2′,5′-dioxo-5,7-dihydrospiro[cyclopenta[b]pyridine-6,4′-imidazolidine]-3-carboxylate), ceric ammonium nitrate. The reactants are O=C1C(CC2=CC(=C(C(=C12)Cl)Cl)OCC(=O)O)(C)C1CCCC1 ((1-oxo-2-cyclopentyl-2-methyl-6,7-dichloro-5-indanyloxy)acetic acid), C(O)([O-])=O.[Na+] (sodium hydrogen carbonate). The solvent is O (water). The product is O=C1C(CC2=CC(=C(C(=C12)Cl)Cl)OCC(=O)[O-])(C)C1CCCC1.[Na+] (Sodium (1-Oxo-2-cyclopentyl-2-methyl-6,7-dichloro-5-indanyloxy)acetate). As a reaction SMILES: [O:1]=[C:2]1[C:10]2[C:5](=[CH:6][C:7]([O:13][CH2:14][C:15]([OH:17])=[O:16])=[C:8]([Cl:12])[C:9]=2[Cl:11])[CH2:4][C:3]1([CH:19]1[CH2:23][CH2:22][CH2:21][CH2:20]1)[CH3:18].C(=O)([O-])O.[Na+:28]>O>[O:1]=[C:2]1[C:10]2[C:5](=[CH:6][C:7]([O:13][CH2:14][C:15]([O-:17])=[O:16])=[C:8]([Cl:12])[C:9]=2[Cl:11])[CH2:4][C:3]1([CH:19]1[CH2:23][CH2:22][CH2:21][CH2:20]1)[CH3:18].[Na+:28] |f:1.2,4.5|. Reported procedure: 100 Mg. of (1-oxo-2-cyclopentyl-2-methyl-6,7-dichloro-5-indanyloxy)acetic acid are dissolved in 3 ml. of 0.1 N-sodium hydrogen carbonate solution. The solution is made up to 10 ml. with water and sterilized. Run at temperature 80 celsius, time 6 hour. The yield is 27.8%. The reactants are C1(=CC=CC=C1)S(=O)(=O)CC1=CC=C(C(=C1C(=O)OC)OC)C(CBr)=O (methyl 6-(benzenesulphonylmethyl)-3-(2-bromoacetyl)-2-methoxy-benzoate), C1(=CC=CC=C1)S(=O)(=O)CC1=CC=C(C(=C1C(=O)OC)OC)C(CBr)=O (methyl 6-(benzenesulphonylmethyl)-3-(2-bromoacetyl)-2-methoxy-benzoate), C(=O)[O-].[NH4+] (ammonium formate). Yields the product C1(=CC=CC=C1)S(=O)(=O)CC1=CC=C(C(=C1C(=O)OC)OC)C=1N=COC1 (methyl 6-(benzenesulphonylmethyl)-3-(oxazol-4-yl)-2-methoxy-benzoate). Procedure details: A mixture of methyl 6-(benzenesulphonylmethyl)-3-(2-bromoacetyl)-2-methoxy-benzoate (Intermediate 51, 0.9 g) and ammonium formate (0.45 g) in formic acid (5 ml) was sealed in a vial and heated at 80° C. for 3 hours then at 100° C. for 6 hours. After standing at room temperature overnight, the mixture was heated at 120° C. for 4 hours. The mixture was diluted with water and extracted with ethyl acetate, dried (MgSO4) and filtered. The filtrate was evaporated to dryness to give methyl 6-(benzenesu... The solvent is C(=O)O (formic acid), O (water). Reaction SMILES: [C:1]1([S:7]([CH2:10][C:11]2[C:16]([C:17]([O:19][CH3:20])=[O:18])=[C:15]([O:21][CH3:22])[C:14]([C:23](=O)[CH2:24]Br)=[CH:13][CH:12]=2)(=[O:9])=[O:8])[CH:6]=[CH:5][CH:4]=[CH:3][CH:2]=1.[CH:27]([O-:29])=O.[NH4+:30]>C(O)=O.O>[C:1]1([S:7]([CH2:10][C:11]2[C:16]([C:17]([O:19][CH3:20])=[O:18])=[C:15]([O:21][CH3:22])[C:14]([C:23]3[N:30]=[CH:27][O:29][CH:24]=3)=[CH:13][CH:12]=2)(=[O:8])=[O:9])[CH:6]=[CH:5][CH:4]=[CH:3][CH:2]=1 |f:1.2|. Reactants: C(=O)C(C#N)C1=CC(=CC=C1)C(F)(F)F (α-formyl-3-(trifluoromethyl)benzeneacetonitrile). The solvent is C(C)O (ethanol). Product: NC=C(C=O)C1=CC(=CC=C1)C(F)(F)F (3-Amino-2-[3-(trifluoromethyl)phenyl]-2-propenal). RXN SMILES: [CH:1]([CH:3]([C:6]1[CH:11]=[CH:10][CH:9]=[C:8]([C:12]([F:15])([F:14])[F:13])[CH:7]=1)[C:4]#[N:5])=[O:2]>C(O)C>[NH2:5][CH:4]=[C:3]([C:6]1[CH:11]=[CH:10][CH:9]=[C:8]([C:12]([F:13])([F:14])[F:15])[CH:7]=1)[CH:1]=[O:2]. Procedure: portions of α-formyl-3-(trifluoromethyl)benzeneacetonitrile each in 250 ml. of ethanol are hydrogenated in the presence of 40 g. of Raney Nickel (number 28) at 20 psi pressure until no more hydrogen is absorbed. The resulting mixtures are filtered and the filtrates are combined and passed through 150 g. of alumina (Woelm, activity II) with 1:1 methylene chloride-ethyl acetate. The resulting eluate is concentrated at reduced pressure and the residue triturated with hexane to give 39.4 g. of the p... Reactants: C(C1=CC=CC=C1)OC1=C(C=C(C=C1Cl)C1=NN(C2=NC(=NC=C21)N)C)Cl (3-(4-Benzyloxy-3,5-dichloro-phenyl)-1-methyl-1H-pyrazolo[3,4-d]pyrimidin-6-ylamine). Run in Br (HBr), O (water). Reaction conditions: temperature 120 celsius. The product is NC1=NC=C2C(=N1)N(N=C2C2=CC(=C(C(=C2)Cl)O)Cl)C (4-(6-Amino-1-methyl-1H-pyrazolo[3,4-d]pyrimidin-3-yl)-2,6-dichloro-phenol). As a reaction SMILES: C([O:8][C:9]1[C:14]([Cl:15])=[CH:13][C:12]([C:16]2[C:24]3[C:19](=[N:20][C:21]([NH2:25])=[N:22][CH:23]=3)[N:18]([CH3:26])[N:17]=2)=[CH:11][C:10]=1[Cl:27])C1C=CC=CC=1>Br.O>[NH2:25][C:21]1[N:20]=[C:19]2[N:18]([CH3:26])[N:17]=[C:16]([C:12]3[CH:13]=[C:14]([Cl:15])[C:9]([OH:8])=[C:10]([Cl:27])[CH:11]=3)[C:24]2=[CH:23][N:22]=1. Procedure details: 3-(4-Benzyloxy-3,5-dichloro-phenyl)-1-methyl-1H-pyrazolo[3,4-d]pyrimidin-6-ylamine (0.2 g, 0.500 mmol) is dissolved in 48% HBr in water (20 ml) and heated to 120° C. for 1 hour. The reaction mixture is cooled to room temperature and the resulting precipitate is collected by filtration and re-crystallised from EtOH to afford the title compound. Reactants: [H-].[Na+] (NaH), O (water), CC1=NNC(=C1)C (3,5-dimethylpyrazole), ClC1=NC=CC=N1 (2-Chloropyrimidine). The solvent is C1CCOC1 (THF). Conditions: time 1 hour. The product is N1=C(N=CC=C1)N1N=C(C=C1C)C (1-(pyrimidin-2-yl)-3,5-dimethylpyrazole). The yield is 69.0%. Reaction SMILES: [H-].[Na+].[CH3:3][C:4]1[CH:8]=[C:7]([CH3:9])[NH:6][N:5]=1.Cl[C:11]1[N:16]=[CH:15][CH:14]=[CH:13][N:12]=1.O>C1COCC1>[N:12]1[CH:13]=[CH:14][CH:15]=[N:16][C:11]=1[N:5]1[C:4]([CH3:3])=[CH:8][C:7]([CH3:9])=[N:6]1 |f:0.1|. Procedure details: NaH (0.594 g, 14.84 mmol) was suspended in THF (10 mL), and 3,5-dimethylpyrazole (1.091 g, 11.35 mmol) was slowly added and stirred for one hour at room temperature. 2-Chloropyrimidine (1 g, 8.73 mmol) was slowly added to the mixture and refluxed for three hours. Completion of the reaction was confirmed by TLC, and then water (5 mL) was added to the mixture. The solvent was distilled off and the residue was extracted with ethyl acetate twice. The organic phase was washed with saturated brine and... Starting materials: C(CC#CCCCNC(C1=CC=C(C=C1)OC(F)(F)F)=O)NC(C1=CC=C(C=C1)OC(F)(F)F)=O (N,N'-(3-heptyne-1,7-diyl)bis(4-trifluoromethoxybenzamide)), C(C)O (ethanol), palladium-on-barium sulfate, [H][H] (hydrogen). Solvent: N1=CC=CC=C1 (pyridine). Yields the product C(C\C=C/CCCNC(C1=CC=C(C=C1)OC(F)(F)F)=O)NC(C1=CC=C(C=C1)OC(F)(F)F)=O (N,N'-(cis-3-heptene-1,7-diyl)bis(4-trifluoromethoxybenzamide)). As a reaction SMILES: [CH2:1]([NH:22][C:23](=[O:35])[C:24]1[CH:29]=[CH:28][C:27]([O:30][C:31]([F:34])([F:33])[F:32])=[CH:26][CH:25]=1)[CH2:2][C:3]#[C:4][CH2:5][CH2:6][CH2:7][NH:8][C:9](=[O:21])[C:10]1[CH:15]=[CH:14][C:13]([O:16][C:17]([F:20])([F:19])[F:18])=[CH:12][CH:11]=1.C(O)C.[H][H]>N1C=CC=CC=1>[CH2:1]([NH:22][C:23](=[O:35])[C:24]1[CH:25]=[CH:26][C:27]([O:30][C:31]([F:32])([F:33])[F:34])=[CH:28][CH:29]=1)[CH2:2]/[CH:3]=[CH:4]\[CH2:5][CH2:6][CH2:7][NH:8][C:9](=[O:21])[C:10]1[CH:11]=[CH:12][C:13]([O:16][C:17]([F:19])([F:20])[F:18])=[CH:14][CH:15]=1. Procedure details: A solution containing 9.86 g. of N,N'-(3-heptyne-1,7-diyl)bis(4-trifluoromethoxybenzamide) in 110 ml. of ethanol and 5.0 ml. of pyridine was hydrogenated in a Parr shaker using 1.0 g. of palladium-on-barium sulfate using an initial pressure of hydrogen of 35.5 psi and taking about 40 minutes. The reaction mixture was filtered to remove the catalyst and the filtrate was concentrated in vacuo to remove the sulfate. The white crystalline solid residue was recrystallized from carbon tetrachloride us...